Dataset: the Open Reaction Database (ORD), a public repository of structured organic reaction records. Task: describe an organic reaction: reactants, conditions, products, and yield The reactants are ClC=1C=C2C(=NC1)N(N=C2C2=NC=C(C(=N2)SC)F)C(C2=CC=CC=C2)(C2=CC=CC=C2)C2=CC=CC=C2 (5-chloro-3-(5-fluoro-4-(methylthio)pyrimidin-2-yl)-1-trityl-1H-pyrazolo[3,4-b]pyridine), C1=CC(=CC(=C1)Cl)C(=O)OO (mCPBA). Solvent: C(Cl)Cl (CH2Cl2), C(Cl)Cl (CH2Cl2). Run at time 2 hour. The product is ClC=1C=C2C(=NC1)N(N=C2C2=NC=C(C(=N2)S(=O)C)F)C(C2=CC=CC=C2)(C2=CC=CC=C2)C2=CC=CC=C2 (5-chloro-3-(5-fluoro-4-(methylsulfinyl)pyrimidin-2-yl)-1-trityl-1H-pyrazolo[3,4-b]pyridine). RXN SMILES: [Cl:1][C:2]1[CH:3]=[C:4]2[C:10]([C:11]3[N:16]=[C:15]([S:17][CH3:18])[C:14]([F:19])=[CH:13][N:12]=3)=[N:9][N:8]([C:20]([C:33]3[CH:38]=[CH:37][CH:36]=[CH:35][CH:34]=3)([C:27]3[CH:32]=[CH:31][CH:30]=[CH:29][CH:28]=3)[C:21]3[CH:26]=[CH:25][CH:24]=[CH:23][CH:22]=3)[C:5]2=[N:6][CH:7]=1.C1C=C(Cl)C=C(C(OO)=[O:47])C=1>C(Cl)Cl>[Cl:1][C:2]1[CH:3]=[C:4]2[C:10]([C:11]3[N:16]=[C:15]([S:17]([CH3:18])=[O:47])[C:14]([F:19])=[CH:13][N:12]=3)=[N:9][N:8]([C:20]([C:21]3[CH:26]=[CH:25][CH:24]=[CH:23][CH:22]=3)([C:33]3[CH:38]=[CH:37][CH:36]=[CH:35][CH:34]=3)[C:27]3[CH:28]=[CH:29][CH:30]=[CH:31][CH:32]=3)[C:5]2=[N:6][CH:7]=1. Procedure details: To a stirred solution of 5-chloro-3-(5-fluoro-4-(methylthio)pyrimidin-2-yl)-1-trityl-1H-pyrazolo[3,4-b]pyridine, 50, (0.078 g, 0.150 mmol) in CH2Cl2 at 0° C. was added mCPBA (0.036 g, 0.160 mmol). The mixture was kept at 0° C. for 2 hr. Then, the mixture was diluted with CH2Cl2, washed with K2CO3 (2×), dried over Na2SO4, filtered and concentrated in vacuo to provide 78 mg of the desired crude which was carried forward without further purification: LC/MS Gradient 10-90%, 0.1% formic 5 min, C18/AC... Reactants: COc1ccc(CBr)cc1OC, O=C([O-])[O-], COc1cc(COc2cccc(O)c2O)cc(OC)c1, CC(C)=O, [K+], [K+]. Product: COc1cc(COc2cccc(OCc3ccc(OC)c(OC)c3)c2O)cc(OC)c1. Reaction SMILES: [Br:21][CH2:22][c:23]1[cH:24][c:25]([O:31][CH3:32])[c:26]([O:29][CH3:30])[cH:27][cH:28]1.[C:33](=[O:34])([O-:35])[O-:36].[CH3:1][O:2][c:3]1[cH:4][c:5]([CH2:6][O:7][c:8]2[c:9]([OH:15])[c:10]([OH:14])[cH:11][cH:12][cH:13]2)[cH:16][c:17]([O:19][CH3:20])[cH:18]1.[CH3:39][C:40](=[O:41])[CH3:42].[K+:37].[K+:38]>>[CH3:1][O:2][c:3]1[cH:4][c:5]([CH2:6][O:7][c:8]2[c:9]([OH:15])[c:10]([O:14][CH2:22][c:23]3[cH:24][c:25]([O:31][CH3:32])[c:26]([O:29][CH3:30])[cH:27][cH:28]3)[cH:11][cH:12][cH:13]2)[cH:16][c:17]([O:19][CH3:20])[cH:18]1. Reaction SMILES: [CH3:25][C:26](=[O:27])[CH3:28].[Cl:20][CH2:21][CH:22]1[CH2:23][O:24]1.[K+:14].[K+:15].[O-:16][C:17]([O-:18])=[O:19].[OH:1][c:2]1[cH:3][cH:4][c:5]([CH2:8][CH2:9][C:10](=[O:11])[O:12][CH3:13])[cH:6][cH:7]1>>[O:1]([c:2]1[cH:3][cH:4][c:5]([CH2:8][CH2:9][C:10](=[O:11])[O:12][CH3:13])[cH:6][cH:7]1)[CH2:21][CH:22]1[CH2:23][O:24]1. The product is COC(=O)CCc1ccc(OCC2CO2)cc1. Reactants: CC(C)=O, ClCC1CO1, [K+], [K+], O=C([O-])[O-], COC(=O)CCc1ccc(O)cc1. Reactants: CC1=NN(C(=C1C1=CC=C(C=C1)C)C)C1=CC=C(C=C1)CCO (2-{4-[3,5-Dimethyl-4-(4-methylphenyl)-1H-pyrazol-1-yl]phenyl}ethanol), C1(=CC=C(C=C1)S(=O)(=O)N=C=O)C (p-toluenesulfonyl isocyanate). Solvent: ClCCl (dichloromethane). Reaction conditions: time 30 minute. Yields the product [NH4+].CC1=CC=C(C=C1)S(=O)(=O)NC(OCCC1=CC=C(C=C1)N1N=C(C(=C1C)C1=CC=C(C=C1)C)C)=O (2-{4-[3,5-Dimethyl-4-(4-methylphenyl)-1H-pyrazol-1-yl]phenyl}ethyl (4-methylphenyl)sulfonylcarbamate mono-ammonium salt). Yield: 67.5%. RXN SMILES: [CH3:1][C:2]1[C:6]([C:7]2[CH:12]=[CH:11][C:10]([CH3:13])=[CH:9][CH:8]=2)=[C:5]([CH3:14])[N:4]([C:15]2[CH:20]=[CH:19][C:18]([CH2:21][CH2:22][OH:23])=[CH:17][CH:16]=2)[N:3]=1.[C:24]1([CH3:36])[CH:29]=[CH:28][C:27]([S:30]([N:33]=[C:34]=[O:35])(=[O:32])=[O:31])=[CH:26][CH:25]=1>ClCCl>[NH4+:3].[CH3:36][C:24]1[CH:29]=[CH:28][C:27]([S:30]([NH:33][C:34](=[O:35])[O:23][CH2:22][CH2:21][C:18]2[CH:17]=[CH:16][C:15]([N:4]3[C:5]([CH3:14])=[C:6]([C:7]4[CH:8]=[CH:9][C:10]([CH3:13])=[CH:11][CH:12]=4)[C:2]([CH3:1])=[N:3]3)=[CH:20][CH:19]=2)(=[O:32])=[O:31])=[CH:26][CH:25]=1 |f:3.4|. Reported procedure: To a solution of 2-{4-[3,5-dimethyl-4-(4-methylphenyl)-1H-pyrazol-1-yl]phenyl}ethanol (step 1, 0.88 mmol) in dichloromethane (10 ml) was added p-toluenesulfonyl isocyanate (221 mg, 1.06 mmol). The resulting mixture was stirred at room temperature for 30 min. The reaction mixture washed with water and the organic phase was dried (Na2SO4). After removal of the solvent, the crude product was purified by TLC with toluene/ethanol (10:1) and SCX eluting with 2 M NH3 methanol solution to afford 155 mg ...